This data is from the Open Reaction Database (ORD), a public repository of structured organic reaction records. The task is: describe an organic reaction: reactants, conditions, products, and yield The reactants are COC(=O)C(Cc1ccc(OCc2c(Cl)cccc2Cl)c(O)c1)NC(=O)OC(C)(C)C, CI, COCCOC, [K+], [K+], O=C([O-])[O-]. Yields the product COC(=O)C(Cc1ccc(OCc2c(Cl)cccc2Cl)c(OC)c1)NC(=O)OC(C)(C)C. Reaction SMILES: [CH3:1][O:2][C:3]([CH:4]([NH:5][C:6](=[O:7])[O:8][C:9]([CH3:10])([CH3:11])[CH3:12])[CH2:13][c:14]1[cH:15][c:16]([OH:30])[c:17]([O:20][CH2:21][c:22]2[c:23]([Cl:29])[cH:24][cH:25][cH:26][c:27]2[Cl:28])[cH:18][cH:19]1)=[O:31].[CH3:38][I:39].[CH3:40][O:41][CH2:42][CH2:43][O:44][CH3:45].[K+:32].[K+:33].[O-:34][C:35]([O-:36])=[O:37]>>[CH3:1][O:2][C:3]([CH:4]([NH:5][C:6](=[O:7])[O:8][C:9]([CH3:10])([CH3:11])[CH3:12])[CH2:13][c:14]1[cH:15][c:16]([O:30][CH3:35])[c:17]([O:20][CH2:21][c:22]2[c:23]([Cl:29])[cH:24][cH:25][cH:26][c:27]2[Cl:28])[cH:18][cH:19]1)=[O:31]. Reactants: CCCCCCCCCC(=O)OC, [Li]CCCC, COP(C)(=O)OC, CCCCCC, C1CCOC1, O=[PH]([O-])[O-]. Product: CCCCCCCCCC(=O)CP(=O)(OC)OC. RXN SMILES: [C:17]([CH2:18][CH2:19][CH2:20][CH2:21][CH2:22][CH2:23][CH2:24][CH2:25][CH3:26])(=[O:27])[O:28][CH3:29].[CH2:12]([Li:13])[CH2:14][CH2:15][CH3:16].[CH3:1][P:2]([O:3][CH3:4])([O:5][CH3:6])=[O:7].[CH3:30][CH2:31][CH2:32][CH2:33][CH2:34][CH3:35].[O:36]1[CH2:37][CH2:38][CH2:39][CH2:40]1.[PH:8](=[O:9])([O-:10])[O-:11]>>[CH2:1]([P:2]([O:3][CH3:4])([O:5][CH3:6])=[O:7])[C:17]([CH2:18][CH2:19][CH2:20][CH2:21][CH2:22][CH2:23][CH2:24][CH2:25][CH3:26])=[O:27]. Procedure details: 4-Amino-5-chloro-2-methoxy-N-(piperidin-4-ylmethyl)benzamide dihydrochloride (0.88 g) as starting compound, potassium carbonate (2.0 g) and 6-bromo-1-(3,4-methylenedioxyphenyl)-1-hexanone (0.80 g) were reacted and treated in the same manner as in Example 172 to give 0.62 g of 4-amino-5-chloro-2-methoxy-N-((1-(6-(3,4-methylenedioxyphenyl)-6-oxohexyl)piperidin-4-yl)methyl)benzamide. The product is NC1=CC(=C(C(=O)NCC2CCN(CC2)CCCCCC(=O)C2=CC3=C(C=C2)OCO3)C=C1Cl)OC (4-amino-5-chloro-2-methoxy-N-((1-(6-(3,4-methylenedioxyphenyl)-6-oxohexyl)piperidin-4-yl)methyl)benzamide). Isolated yield 50.6%. The reactants are Cl.Cl.NC1=CC(=C(C(=O)NCC2CCNCC2)C=C1Cl)OC (4-Amino-5-chloro-2-methoxy-N-(piperidin-4-ylmethyl)benzamide dihydrochloride), C([O-])([O-])=O.[K+].[K+] (potassium carbonate), BrCCCCCC(=O)C1=CC2=C(C=C1)OCO2 (6-bromo-1-(3,4-methylenedioxyphenyl)-1-hexanone). As a reaction SMILES: Cl.Cl.[NH2:3][C:4]1[C:19]([Cl:20])=[CH:18][C:7]([C:8]([NH:10][CH2:11][CH:12]2[CH2:17][CH2:16][NH:15][CH2:14][CH2:13]2)=[O:9])=[C:6]([O:21][CH3:22])[CH:5]=1.C(=O)([O-])[O-].[K+].[K+].Br[CH2:30][CH2:31][CH2:32][CH2:33][CH2:34][C:35]([C:37]1[CH:42]=[CH:41][C:40]2[O:43][CH2:44][O:45][C:39]=2[CH:38]=1)=[O:36]>>[NH2:3][C:4]1[C:19]([Cl:20])=[CH:18][C:7]([C:8]([NH:10][CH2:11][CH:12]2[CH2:13][CH2:14][N:15]([CH2:30][CH2:31][CH2:32][CH2:33][CH2:34][C:35]([C:37]3[CH:42]=[CH:41][C:40]4[O:43][CH2:44][O:45][C:39]=4[CH:38]=3)=[O:36])[CH2:16][CH2:17]2)=[O:9])=[C:6]([O:21][CH3:22])[CH:5]=1 |f:0.1.2,3.4.5|.